From a dataset of the Open Reaction Database (ORD), a public repository of structured organic reaction records. describe an organic reaction: reactants, conditions, products, and yield Reactants: C(C)(=O)OCC (Ethyl acetate), C[Si](CCOCCl)(C)C (2-(Trimethylsilyl)ethoxymethyl chloride), ClC1=NC=CC=C1S(=O)(=O)NC1=NC=C(N=C1OC)C (2-chloro-N-(3-methoxy-5-methylpyrazin-2-yl)pyridine-3-sulphonamide), C(C)(C)N(C(C)C)CC (N,N-diisopropylethylamine). Solvent: CN(C)C=O (DMF). Conditions: time 40 minute. The product is ClC1=NC=CC=C1S(=O)(=O)N(COCC[Si](C)(C)C)C1=NC=C(N=C1OC)C (2-chloro-N-(3-methoxy-5-methylpyrazin-2-yl)-N-[2-(trimethylsilyl)ethoxymethyl]pyridine-3-sulphonamide). As a reaction SMILES: [CH3:1][Si:2]([CH3:9])([CH3:8])[CH2:3][CH2:4][O:5][CH2:6]Cl.[Cl:10][C:11]1[C:16]([S:17]([NH:20][C:21]2[C:26]([O:27][CH3:28])=[N:25][C:24]([CH3:29])=[CH:23][N:22]=2)(=[O:19])=[O:18])=[CH:15][CH:14]=[CH:13][N:12]=1.C(N(CC)C(C)C)(C)C.C(OCC)(=O)C>CN(C=O)C>[Cl:10][C:11]1[C:16]([S:17]([N:20]([C:21]2[C:26]([O:27][CH3:28])=[N:25][C:24]([CH3:29])=[CH:23][N:22]=2)[CH2:6][O:5][CH2:4][CH2:3][Si:2]([CH3:9])([CH3:8])[CH3:1])(=[O:18])=[O:19])=[CH:15][CH:14]=[CH:13][N:12]=1. Procedure: 2-(Trimethylsilyl)ethoxymethyl chloride (0.315 ml) was added dropwise to a stirred solution of 2-chloro-N-(3-methoxy-5-methylpyrazin-2-yl)pyridine-3-sulphonamide (0.47 g) and N,N-diisopropylethylamine (0.347 ml) in dry DMF (7 ml) at -15° C. Stirring was continued for 40 minutes at this temperature after the addition was complete. Ethyl acetate (40 ml) was added and the mixture was washed with water (3×15 ml) and saturated sodium chloride solution and then dried (MgSO4). Volatile material was rem... The reactants are [OH-].[Na+] (sodium hydroxide), COC(CN1C(=C(C2=CC(=CC=C12)F)CC=1C=NC=CC1S(=O)(=O)C1=CC=CC=C1)C)=O ([5-fluoro-3-(4-phenylsulfonylpyridin-3-ylmethyl)-2-methylindol-1-yl]acetic acid methyl ester), Cl (hydrochloric acid). The solvent is O1CCCC1 (tetrahydrofuran). Run at time 3 hour. Yields the product FC=1C=C2C(=C(N(C2=CC1)CC(=O)O)C)CC=1C=NC=CC1S(=O)(=O)C1=CC=CC=C1 ([5-fluoro-3-(4-phenylsulfonylpyridin-3-ylmethyl)-2-methylindol-1-yl]acetic acid). The yield is 81.5%. As a reaction SMILES: C[O:2][C:3](=[O:32])[CH2:4][N:5]1[C:13]2[C:8](=[CH:9][C:10]([F:14])=[CH:11][CH:12]=2)[C:7]([CH2:15][C:16]2[CH:17]=[N:18][CH:19]=[CH:20][C:21]=2[S:22]([C:25]2[CH:30]=[CH:29][CH:28]=[CH:27][CH:26]=2)(=[O:24])=[O:23])=[C:6]1[CH3:31].[OH-].[Na+].Cl>O1CCCC1>[F:14][C:10]1[CH:9]=[C:8]2[C:13](=[CH:12][CH:11]=1)[N:5]([CH2:4][C:3]([OH:32])=[O:2])[C:6]([CH3:31])=[C:7]2[CH2:15][C:16]1[CH:17]=[N:18][CH:19]=[CH:20][C:21]=1[S:22]([C:25]1[CH:26]=[CH:27][CH:28]=[CH:29][CH:30]=1)(=[O:24])=[O:23] |f:1.2|. Procedure: A mixture of [5-fluoro-3-(4-phenylsulfonylpyridin-3-ylmethyl)-2-methylindol-1-yl]acetic acid methyl ester (0.19 g) and tetrahydrofuran (1.0 mL) was treated with 2.0 M aqueous sodium hydroxide solution (3.0 mL), and the resulting mixture was stirred at room temperature for 3 hours. The mixture was acidified by the addition of 1.0 M aqueous hydrochloric acid solution, and the resulting precipitate was collected by filtration to afford the title compound as a pale yellow powder (0.15 g). Reactants: COC1=C(C=C(C=C1)C(C#N)NC1=CC=C(C=C1)S(N)(=O)=O)C (α-(4-methoxy-3-methylphenyl)-α-(4-sulfamoylanilino)acetonitrile), O=CC(C)=C (methacrolein). Product: CC=1C=C(N(C1)C1=CC=C(C=C1)S(N)(=O)=O)C1=CC(=C(C=C1)OC)C (4-Methyl-2-(4-methoxy-3-methylphenyl)-1-(4-sulfamoylphenyl)pyrrole), powder. The yield is 39.0%. Reaction SMILES: [CH3:1][O:2][C:3]1[CH:8]=[CH:7][C:6]([CH:9]([NH:12][C:13]2[CH:18]=[CH:17][C:16]([S:19](=[O:22])(=[O:21])[NH2:20])=[CH:15][CH:14]=2)[C:10]#N)=[CH:5][C:4]=1[CH3:23].O=[CH:25][C:26](=C)[CH3:27]>>[CH3:27][C:26]1[CH:10]=[C:9]([C:6]2[CH:7]=[CH:8][C:3]([O:2][CH3:1])=[C:4]([CH3:23])[CH:5]=2)[N:12]([C:13]2[CH:18]=[CH:17][C:16]([S:19](=[O:22])(=[O:21])[NH2:20])=[CH:15][CH:14]=2)[CH:25]=1. Procedure: Following a procedure similar to that described in Example 1(iii), but using α-(4-methoxy-3-methylphenyl)-α-(4-sulfamoylanilino)acetonitrile [prepared as described in step (ii) above] and methacrolein as starting materials, the title compound was obtained as a pale yellow powder (yield 39%), melting at 149-151° C. Procedure details: As taught by U.S. Pat. No. 3,860,579, recrystallized phthalide (50 g., 0.375 mol) and recrystallized N-bromosuccinimide (0.375 mol) were refluxed 4.5 hours in the presence of about 100 mgm α-azobutyronitrile in one liter CCl4. The mixture was cooled to about 15° C. and filtered to remove succinimide which was itself washed with about 100 ml. CCl4 and filtered. The combined CCl4 phases were concentrated in vacuo to about 150 ml. giving solid 3-bromophthalide which was collected by filtration, was... Run at temperature 15 celsius. The solvent is C(Cl)(Cl)(Cl)Cl (CCl4). The reactants are C1(=O)OCC2=CC=CC=C12 (phthalide), BrN1C(CCC1=O)=O (N-bromosuccinimide), α-azobutyronitrile. Reaction SMILES: [C:1]1([C:10]2[C:5](=[CH:6][CH:7]=[CH:8][CH:9]=2)[CH2:4][O:3]1)=[O:2].[Br:11]N1C(=O)CCC1=O>C(Cl)(Cl)(Cl)Cl>[Br:11][CH:4]1[C:5]2[C:10](=[CH:9][CH:8]=[CH:7][CH:6]=2)[C:1](=[O:2])[O:3]1. The product is BrC1OC(=O)C2=CC=CC=C12 (3-bromophthalide). Reactants: ClC=1C(=NC(=NC1)C1=CC=C(S1)C(=O)O)NC1=CC(=NN1)C1CC1 (5-(5-chloro-4-(3-cyclopropyl-1H-pyrazol-5-ylamino)pyrimidin-2-yl)thiophene-2-carboxylic acid), ClC=1C(=NC(=NC1)C1=CC=C(S1)C(=O)O)NC1=CC(=NN1)C1CC1 (5-(5-chloro-4-(3-cyclopropyl-1H-pyrazol-5-ylamino)pyrimidin-2-yl)thiophene-2-carboxylic acid), O=S(Cl)Cl (SOCl2), CO (methanol). Run at temperature 70 celsius, time 2 hour. Yields the product Cl.ClC=1C(=NC(=NC1)C1=CC=C(S1)C(=O)OC)NC1=CC(=NN1)C1CC1 (Methyl 5-(5-chloro-4-(3-cyclopropyl-1H-pyrazol-5-ylamino)pyrimidin-2-yl)thiophene-2-carboxylate hydrochloride). RXN SMILES: [Cl:1][C:2]1[C:3]([NH:16][C:17]2[NH:21][N:20]=[C:19]([CH:22]3[CH2:24][CH2:23]3)[CH:18]=2)=[N:4][C:5]([C:8]2[S:12][C:11]([C:13]([OH:15])=[O:14])=[CH:10][CH:9]=2)=[N:6][CH:7]=1.O=S(Cl)Cl.[CH3:29]O>>[ClH:1].[Cl:1][C:2]1[C:3]([NH:16][C:17]2[NH:21][N:20]=[C:19]([CH:22]3[CH2:23][CH2:24]3)[CH:18]=2)=[N:4][C:5]([C:8]2[S:12][C:11]([C:13]([O:15][CH3:29])=[O:14])=[CH:10][CH:9]=2)=[N:6][CH:7]=1 |f:3.4|. Reported procedure: To a solution of 5-(5-chloro-4-(3-cyclopropyl-1H-pyrazol-5-ylamino)pyrimidin-2-yl)thiophene-2-carboxylic acid (Compound 156) (50 mg, 0.138 mmol) in methanol (5 mL) was added SOCl2 (0.5 mL) dropwise. The mixture was stirred at 70° C. for 2 hrs. LCMS showed that the reaction is over. The solvent was removed in vacuum to the target product Methyl 5-(5-chloro-4-(3-cyclopropyl-1H-pyrazol-5-ylamino)pyrimidin-2-yl)thiophene-2-carboxylate hydrochloride (Compound 154) as HCl salt (25 mg, 44%). LC-MS (m/z... Reactants: ClC=1C=C(CN2CCN(CC2)CC(C(=O)OC)C)C=CC1Cl (Methyl 2-[4-(3,4-dichlorobenzyl)piperazin-1-ylmethyl]propionate), O.[OH-].[Li+] (lithium hydroxide monohydrate), CO (methanol). Solvent: O (water). Conditions: time 21 hour. Yields the product ClC=1C=C(CN2CCN(CC2)CC(C(=O)O)C)C=CC1Cl (2-(RS)-[4-(3,4-dichlorobenzyl)piperazin-1-ylmethyl]propionic acid). The yield is 98.6%. RXN SMILES: [Cl:1][C:2]1[CH:3]=[C:4]([CH:19]=[CH:20][C:21]=1[Cl:22])[CH2:5][N:6]1[CH2:11][CH2:10][N:9]([CH2:12][CH:13]([CH3:18])[C:14]([O:16]C)=[O:15])[CH2:8][CH2:7]1.O.[OH-].[Li+].CO>O>[Cl:1][C:2]1[CH:3]=[C:4]([CH:19]=[CH:20][C:21]=1[Cl:22])[CH2:5][N:6]1[CH2:11][CH2:10][N:9]([CH2:12][CH:13]([CH3:18])[C:14]([OH:16])=[O:15])[CH2:8][CH2:7]1 |f:1.2.3|. Reported procedure: Methyl 2-[4-(3,4-dichlorobenzyl)piperazin-1-ylmethyl]propionate (470 mg, 1.36 mmol) and lithium hydroxide monohydrate (185 mg, 4.41 mmol) were dissolved in water (5 ml) and methanol (15 ml) and stirred at room temperature. After 21 h, the solvents were removed under reduced pressure. The resulting residue was taken up in a mixture of methylene chloride and water, and the aqueous layer was made acidic (˜pH 4) with 1M HCl. The layers were separated and the aqueous phase was extracted with several ... Starting materials: CCCCCCCCCC(=O)Cl, CCC12CCC3C4CCC(=O)C=C4CCC3C1CCC2O, Cl, c1ccncc1. Product: CCCCCCCCCC(=O)OC1CCC2C3CCC4=CC(=O)CCC4C3CCC12CC. Reaction SMILES: [C:1]([CH2:2][CH2:3][CH2:4][CH2:5][CH2:6][CH2:7][CH2:8][CH2:9][CH3:10])(=[O:11])[Cl:12].[CH2:13]([CH3:14])[C:15]12[CH:16]([OH:33])[CH2:17][CH2:18][CH:19]1[CH:20]1[CH:21]([CH2:22][CH2:23]2)[CH:24]2[CH2:25][CH2:26][C:27](=[O:32])[CH:28]=[C:29]2[CH2:30][CH2:31]1.[ClH:40].[cH:34]1[cH:35][cH:36][n:37][cH:38][cH:39]1>>[C:1]([CH2:2][CH2:3][CH2:4][CH2:5][CH2:6][CH2:7][CH2:8][CH2:9][CH3:10])(=[O:11])[O:33][CH:16]1[C:15]2([CH2:13][CH3:14])[CH:19]([CH2:18][CH2:17]1)[CH:20]1[CH:21]([CH2:22][CH2:23]2)[CH:24]2[CH2:25][CH2:26][C:27](=[O:32])[CH:28]=[C:29]2[CH2:30][CH2:31]1. Reactants: CI (methyl iodide), [OH-].[Na+] (sodium hydroxide), FC=1C=CC(=C(C1)O)[N+](=O)[O-] (5-fluoro-2-nitrophenol), C([O-])([O-])=O.[K+].[K+] (potassium carbonate), CI (Methyl iodide). Solvent: O (water), CC(=O)C (acetone). Reaction conditions: time 8 hour. Product: FC1=CC(=C(C=C1)[N+](=O)[O-])OC (4-fluoro-2-methoxy-1-nitrobenzene). Isolated yield 99.9%. Reaction SMILES: [F:1][C:2]1[CH:3]=[CH:4][C:5]([N+:9]([O-:11])=[O:10])=[C:6]([OH:8])[CH:7]=1.[C:12](=O)([O-])[O-].[K+].[K+].CI.[OH-].[Na+]>CC(C)=O.O>[F:1][C:2]1[CH:3]=[CH:4][C:5]([N+:9]([O-:11])=[O:10])=[C:6]([O:8][CH3:12])[CH:7]=1 |f:1.2.3,5.6|. Reported procedure: A solution of 5-fluoro-2-nitrophenol (10.0 g) in dry acetone (40 ml) under nitrogen was treated with potassium carbonate (8.9 g). The mixture formed a deep red coloured thick precipitate. Methyl iodide (5 ml, 11.4 g) was added slowly and the mixture stirred overnight and then at 60° C. for 3 hours. Further methyl iodide (3 ml, 6.84 g) was added and the mixture stirred at 60° C. for a further 3 hours. After this time the deep red colour had disappeared, and the mixture (now orange) was added to w... The reactants are Oc1ccc(OCc2ccccc2)c(OCc2ccccc2)c1, CCO, ClCC1CO1, [K+], [OH-], O. Yields the product c1ccc(COc2ccc(OCC3CO3)cc2OCc2ccccc2)cc1. As a reaction SMILES: [CH2:1]([c:2]1[cH:3][cH:4][cH:5][cH:6][cH:7]1)[O:8][c:9]1[cH:10][c:11]([OH:23])[cH:12][cH:13][c:14]1[O:15][CH2:16][c:17]1[cH:18][cH:19][cH:20][cH:21][cH:22]1.[CH3:32][CH2:33][OH:34].[Cl:27][CH2:28][CH:29]1[CH2:30][O:31]1.[K+:26].[OH-:25].[OH2:24]>>[CH2:1]([c:2]1[cH:3][cH:4][cH:5][cH:6][cH:7]1)[O:8][c:9]1[cH:10][c:11]([O:23][CH2:28][CH:29]2[CH2:30][O:31]2)[cH:12][cH:13][c:14]1[O:15][CH2:16][c:17]1[cH:18][cH:19][cH:20][cH:21][cH:22]1. The reactants are C1CCOC1, [Li]CCCC, CCCCC(C)(C)C(=O)OCC, COP(C)(=O)OC, CC(=O)O. Yields the product CCCCC(C)(C)C(=O)CP(=O)(OC)OC. As a reaction SMILES: [CH2:29]1[O:30][CH2:31][CH2:32][CH2:33]1.[CH2:8]([Li:9])[CH2:10][CH2:11][CH3:12].[CH3:13][C:14]([C:15](=[O:16])[O:17][CH2:18][CH3:19])([CH2:20][CH2:21][CH2:22][CH3:23])[CH3:24].[CH3:1][P:2]([O:3][CH3:4])([O:5][CH3:6])=[O:7].[CH3:25][C:26](=[O:27])[OH:28]>>[CH2:1]([P:2]([O:3][CH3:4])([O:5][CH3:6])=[O:7])[C:15]([C:14]([CH3:13])([CH2:20][CH2:21][CH2:22][CH3:23])[CH3:24])=[O:16].